Dataset: the Open Reaction Database (ORD), a public repository of structured organic reaction records. Task: describe an organic reaction: reactants, conditions, products, and yield The reactants are C(=O)(Cl)Cl (phosgene), C(C)O (ethanol), C(C(=C)C)(=O)OCCO (hydroxyethyl methacrylate), N1=CC=CC=C1 (pyridine). Run in C(Cl)Cl (methylene chloride). Reaction conditions: temperature -30 celsius, time 2 hour. The product is ClC(=O)O.C(C(=C)C)(=O)OCC (ethyl methacrylate chloroformate). Isolated yield 90.0%. As a reaction SMILES: [C:1]([Cl:4])(Cl)=[O:2].C([OH:7])C.[C:8]([O:13][CH2:14][CH2:15]O)(=[O:12])[C:9]([CH3:11])=[CH2:10].N1C=CC=CC=1>C(Cl)Cl>[Cl:4][C:1]([OH:2])=[O:7].[C:8]([O:13][CH2:14][CH3:15])(=[O:12])[C:9]([CH3:11])=[CH2:10] |f:5.6|. Procedure: 750 g (6 mols + 25%) of phosgene and 2 liters of dry, ethanol-free methylene chloride were placed in a 10 liter reactor, cooled to -30° C. A solution of 6 mols (780 g) of hydroxyethyl methacrylate and 6 mols (480 g) of pyridine in 1 liter of methylene chloride was added to this mixture over a period of 1 hour 30 minutes, the temperature being kept at between -10° and -15° C. After two hours of stirring at -10° C., the excess phosgene was removed by degassing with nitrogen. After removing the pyr... Starting materials: C1(CC1)B(O)O (cyclopropylboronic acid), CC1(OC[C@H](O1)CN1N=C(C=C1)NC([C@H](CC(C)C)N1C(C=C(C1)OC1=C(C(=CC=C1)Br)F)=O)=O)C ((S)-2-[4-(3-bromo-2-fluoro-phenoxy)-2-oxo-2,5-dihydro-pyrrol-1-yl]-4-methyl-pentanoic acid [1-((R)-2,2-dimethyl-[1,3]dioxolan-4-yl-methyl)-1H-pyrazol-3-yl]-amide), C1(CCCCC1)P(C1CCCCC1)C1CCCCC1 (tricyclohexylphosphine), P(=O)([O-])([O-])[O-].[K+].[K+].[K+] (tripotassium phosphate). The reagents and catalysts are C(C)(=O)[O-].[Pd+2].C(C)(=O)[O-] (palladium(II) acetate). The solvent is O (water), C1(=CC=CC=C1)C (toluene), C(C)(=O)OCC (ethyl acetate). Reaction conditions: temperature 130 celsius. The product is C(C)OC([C@H](CC(C)C)N1C(C=C(C1)OC1=C(C(=CC=C1)C1CC1)F)=O)=O ((S)-2-[4-(3-cyclopropyl-2-fluoro-phenoxy)-2-oxo-2,5-dihydro-pyrrol-1-yl]-4-methyl-pentanoic acid ethyl ester). Yield: 710.3%. Reaction SMILES: CC1(C)O[C@H](CN2C=CC(N[C:14](=[O:35])[C@@H:15]([N:20]3[CH2:24][C:23]([O:25][C:26]4[CH:31]=[CH:30][CH:29]=[C:28](Br)[C:27]=4[F:33])=[CH:22][C:21]3=[O:34])[CH2:16][CH:17]([CH3:19])[CH3:18])=N2)CO1.C1(P([CH:50]2[CH2:55][CH2:54]CCC2)C2CCCCC2)CCCCC1.P([O-])([O-])([O-])=[O:57].[K+].[K+].[K+].[CH:64]1(B(O)O)[CH2:66]C1>C1(C)C=CC=CC=1.C(OCC)(=O)C.C([O-])(=O)C.[Pd+2].C([O-])(=O)C.O>[CH2:66]([O:57][C:14](=[O:35])[C@@H:15]([N:20]1[CH2:24][C:23]([O:25][C:26]2[CH:31]=[CH:30][CH:29]=[C:28]([CH:54]3[CH2:55][CH2:50]3)[C:27]=2[F:33])=[CH:22][C:21]1=[O:34])[CH2:16][CH:17]([CH3:18])[CH3:19])[CH3:64] |f:2.3.4.5,9.10.11|. Reported procedure: To a mixture of (S)-2-[4-(3-bromo-2-fluoro-phenoxy)-2-oxo-2,5-dihydro-pyrrol-1-yl]-4-methyl-pentanoic acid ethyl ester (prepared as in Example 128, 1.2 g, 2.9 mmol), palladium(II) acetate (0.035 g, 0.15 mmol), tricyclohexylphosphine (0.084 g, 0.30 mmol), and tripotassium phosphate (2.0 g, 9.0 mmol) in toluene (8 mL) was added cyclopropylboronic acid (0.325 g, 3.8 mmol) and water (0.2 mL) and the resulting mixture was sparged with nitrogen and transferred to an Emry Optimizer microwave reaction v... The reactants are FC(C(=O)O)(F)F (trifluoroacetic acid), C1(CC1)OC=1C=C(C=CC1OC(F)F)C1=C(C2=C(C=NN(C2=O)COCC[Si](C)(C)C)N1)C (2-(3-cyclopropoxy-4-difluoromethoxyphenyl)-3-methyl-5-(2-trimethylsilylethoxymethyl)-1,5-dihydropyrrolo[2,3-d]pyridazin-4-one). Solvent: ClCCl (dichloromethane). Run at time 2.5 hour. Yields the product C1(CC1)OC=1C=C(C=CC1OC(F)F)C1=C(C2=C(C=NNC2=O)N1)C (2-(3-Cyclopropoxy-4-difluoromethoxyphenyl)-3-methyl-1,5-dihydropyrrolo[2,3-d]pyridazin-4-one). Yield: 67.6%. As a reaction SMILES: [CH:1]1([O:4][C:5]2[CH:6]=[C:7]([C:15]3[NH:32][C:18]4[CH:19]=[N:20][N:21](COCC[Si](C)(C)C)[C:22](=[O:23])[C:17]=4[C:16]=3[CH3:33])[CH:8]=[CH:9][C:10]=2[O:11][CH:12]([F:14])[F:13])[CH2:3][CH2:2]1.FC(F)(F)C(O)=O>ClCCl>[CH:1]1([O:4][C:5]2[CH:6]=[C:7]([C:15]3[NH:32][C:18]4[CH:19]=[N:20][NH:21][C:22](=[O:23])[C:17]=4[C:16]=3[CH3:33])[CH:8]=[CH:9][C:10]=2[O:11][CH:12]([F:13])[F:14])[CH2:2][CH2:3]1. Reported procedure: To 1.10 g (2.30 mmol) of 2-(3-cyclopropoxy-4-difluoromethoxyphenyl)-3-methyl-5-(2-trimethylsilylethoxymethyl)-1,5-dihydropyrrolo[2,3-d]pyridazin-4-one obtained in Example 4-(b) were added 30 ml of dichloromethane and 6 ml of trifluoroacetic acid, and the mixture was stirred under room temperature for 2.5 hours. After completion of the reaction, the reaction mixture was concentrated under reduced pressure, 20 ml of methanol and 2 ml of 28% aqueous ammonia were added to the obtained solid, and the... Starting materials: CC(C)=CCC\C(\C)=C\C\C=C(/C)\C=C (α-Farnesene). The reagents and catalysts are [Pd] (Pd/C). The product is CCC(C)CCCC(C)CCCC(C)C (farnesane). Yield: 91.8%. RXN SMILES: [CH3:1][C:2](=[CH:4][CH2:5][CH2:6]/[C:7](=[CH:9]/[CH2:10]/[CH:11]=[C:12](/[CH:14]=[CH2:15])\[CH3:13])/[CH3:8])[CH3:3]>[Pd]>[CH3:15][CH2:14][CH:12]([CH2:11][CH2:10][CH2:9][CH:7]([CH2:6][CH2:5][CH2:4][CH:2]([CH3:1])[CH3:3])[CH3:8])[CH3:13]. Procedure: α-Farnesene (204 g, 1 mole, 255 mL) was added to a 500 mL Parr high pressure vessel containing 10% Pd/C (5 g, 5% by weight of α-farnesene). The reaction vessel was sealed and evacuated under house vacuum for 5 minutes after which time the reaction mixture was pressurized with H2 to 35 psi at 25° C. The reaction mixture was shaken until no further drop in the H2 pressure was observed (approximately 16 hours). The excess H2 gas was removed under house vacuum followed by venting to a N2 atmosphere....